describe an organic reaction: reactants, conditions, products, and yield From a dataset of the Open Reaction Database (ORD), a public repository of structured organic reaction records. RXN SMILES: [F:1][C:2]([F:15])([F:14])[S:3]([O:6]S(C(F)(F)F)(=O)=O)(=[O:5])=[O:4].N1C=CC=CC=1.O[C:23]1[CH:24]=[C:25]2[C:29](=[CH:30][CH:31]=1)[N:28]([C:32](=[O:34])[CH3:33])[N:27]=[CH:26]2>ClCCl>[C:32]([N:28]1[C:29]2[C:25](=[CH:24][C:23]([O:6][S:3]([C:2]([F:15])([F:14])[F:1])(=[O:5])=[O:4])=[CH:31][CH:30]=2)[CH:26]=[N:27]1)(=[O:34])[CH3:33]. Run in ClCCl (dichloromethane). Starting materials: FC(S(=O)(=O)OS(=O)(=O)C(F)(F)F)(F)F (trifluoromethanesulfonic anhydride), N1=CC=CC=C1 (pyridine), OC=1C=C2C=NN(C2=CC1)C(C)=O (1-(5-hydroxyindazol-1-yl)ethanone), FC(S(=O)(=O)OS(=O)(=O)C(F)(F)F)(F)F (trifluoromethanesulfonic anhydride), N1=CC=CC=C1 (pyridine), FC(S(=O)(=O)OS(=O)(=O)C(F)(F)F)(F)F (trifluoromethanesulfonic anhydride), N1=CC=CC=C1 (pyridine). Procedure: 112 μl (1.2 eq; 0.667 mmol) of trifluoromethanesulfonic anhydride and 337 μl (17.5 eq; 49.557 mmol) of pyridine, under an argon atmosphere, are added dropwise to a solution of 98 mg (1 eq; 0.556 mmol) of 1-(5-hydroxyindazol-1-yl)ethanone in 10 ml of dichloromethane on amylene, pre-cooled to 0° C. The medium is stirred and kept at 0° C. overnight under an argon atmosphere. 112 μl of trifluoromethanesulfonic anhydride and 337 μl of pyridine are added to the medium, which is stirred for 2 hours at ... Yields the product C(C)(=O)N1N=CC2=CC(=CC=C12)OS(=O)(=O)C(F)(F)F (trifluoromethanesulfonic acid 1-acetyl-1H-indazol-5-yl ester). The yield is 98.6%. Run at temperature 0 celsius, time 8 hour. Reactants: CC=1C=C(C(=O)Cl)C=CC1OC (3-methyl-4-methoxybenzoic acid chloride), ice water, C1(=CC=CC=C1)C=1OC2=C(C1)C=CC=C2 (2-phenylbenzofuran), stannic chloride. Run in C(=S)=S (carbon disulfide). Yields the product CC=1C=C(C(=O)C2=C(OC3=C2C=CC=C3)C3=CC=CC=C3)C=CC1OC (3-(3-methyl-4-methoxybenzoyl)-2-phenylbenzofuran). As a reaction SMILES: [CH3:1][C:2]1[CH:3]=[C:4]([CH:8]=[CH:9][C:10]=1[O:11][CH3:12])[C:5](Cl)=[O:6].[C:13]1([C:19]2[O:20][C:21]3[CH:27]=[CH:26][CH:25]=[CH:24][C:22]=3[CH:23]=2)[CH:18]=[CH:17][CH:16]=[CH:15][CH:14]=1>C(=S)=S>[CH3:1][C:2]1[CH:3]=[C:4]([CH:8]=[CH:9][C:10]=1[O:11][CH3:12])[C:5]([C:23]1[C:22]2[CH:24]=[CH:25][CH:26]=[CH:27][C:21]=2[O:20][C:19]=1[C:13]1[CH:18]=[CH:17][CH:16]=[CH:15][CH:14]=1)=[O:6]. Procedure: To a cooled, stirred solution of 10.8 g. (0.058 mol.) of 3-methyl-4-methoxybenzoic acid chloride and 9.6 g. (0.054 mol.) of 2-phenylbenzofuran in 40 ml. of carbon disulfide is added dropwise over a 20 minute interval 28.2 g. (0.108 mol.) of stannic chloride. After addition, the reaction mixture is warmed to ambient temperature and stirred for 2 hours. The mixture is then poured onto 100 ml. of ice-water and stirred for 1 hour. The solvent is removed, and the product extracted into chloroform and... The reactants are ClC=1C=CC2=C(N(C(=N2)[C@H]2CN(CCC2)C(=O)OC(C)(C)C)CCCOC)C1 ((R)-tert-butyl 3-(6-chloro-1-(3-methoxypropyl)-1H-benzo[d]imidazol-2-yl)piperidine-1-carboxylate), FC(C(=O)O)(F)F (trifluoroacetic acid), resultant solution. Solvent: ClCCl (Dichloromethane). The product is ClC=1C=CC2=C(N(C(=N2)[C@H]2CNCCC2)CCCOC)C1 ((R)-6-chloro-1-(3-methoxypropyl)-2-(piperidin-3-yl)-1H-benzo[d]imidazole). Reaction SMILES: [Cl:1][C:2]1[CH:3]=[CH:4][C:5]2[N:9]=[C:8]([C@@H:10]3[CH2:15][CH2:14][CH2:13][N:12](C(OC(C)(C)C)=O)[CH2:11]3)[N:7]([CH2:23][CH2:24][CH2:25][O:26][CH3:27])[C:6]=2[CH:28]=1.FC(F)(F)C(O)=O>ClCCl>[Cl:1][C:2]1[CH:3]=[CH:4][C:5]2[N:9]=[C:8]([C@@H:10]3[CH2:15][CH2:14][CH2:13][NH:12][CH2:11]3)[N:7]([CH2:23][CH2:24][CH2:25][O:26][CH3:27])[C:6]=2[CH:28]=1. Procedure details: ((R)-tert-Butyl 3-(6-chloro-1-(3-methoxypropyl)-1H-benzo[d]imidazol-2-yl)piperidine-1-carboxylate (32C) (0.135 mmol, 0.055 g) was added to a 10 mL round-bottomed flask equipped for stirring under nitrogen. Dichloromethane (1 mL) and trifluoroacetic acid (1 mL) were then added and the resultant solution was allowed to stir under nitrogen for 4 hr. The reaction was then concentrated and dried in-vacuo affording (R)-6-chloro-1-(3-methoxypropyl)-2-(piperidin-3-yl)-1H-benzo[d]imidazole (32D) as a tan... Starting materials: C(N)(OC(C)(C)C)=O (tert-butyl carbamate), NC=1C=NC=CC1C#N (3-amino-4-cyanopyridine), FC1=C(C(=O)NN)C=CC=C1 (o-fluorobenzhydrazide). Product: FC1=C(C=CC=C1)C1=NN2C(NC3=C(C2=N1)C=CN=C3)=O (2-(2-fluorophenyl)-pyrido[4,3-e][1,2,4]triazolo[1,5-c]pyrimidin-5(6H)one). Procedure: When the tert-butyl carbamate of 3-amino-4-cyanopyridine replaces the urethane described in Example 37 and o-fluorobenzhydrazide replaces 2-furoylhydrazine in the same example, 2-(2-fluorophenyl)-pyrido[4,3-e][1,2,4]triazolo[1,5-c]pyrimidin-5(6H)one is obtained in 78% yield, m.p. 324°-326°. It is purified as the membrane sulphonate salt, m.p. 285° to 287°. Reaction SMILES: [C:1](=O)([O:3]C(C)(C)C)N.[NH2:9][C:10]1[CH:11]=[N:12][CH:13]=[CH:14][C:15]=1[C:16]#[N:17].[F:18][C:19]1[CH:28]=[CH:27][CH:26]=[CH:25][C:20]=1[C:21]([NH:23][NH2:24])=O>>[F:18][C:19]1[CH:28]=[CH:27][CH:26]=[CH:25][C:20]=1[C:21]1[N:17]=[C:16]2[N:24]([C:1](=[O:3])[NH:9][C:10]3[CH:11]=[N:12][CH:13]=[CH:14][C:15]=32)[N:23]=1. The yield is 78.0%. The reactants are ClC=1C=C(C(=NC1)C(C(=O)OCC)C(=O)OCC)F (diethyl (5-chloro-3-fluoro-2-pyridyl)malonate), CS(=O)C (dimethyl sulfoxide), [Cl-].[Na+] (sodium chloride). The solvent is O (water), O (water). Reaction conditions: temperature 138.5 celsius, time 40 minute. The product is ClC=1C=C(C(=NC1)CC(=O)OCC)F (ethyl (5-chloro-3-fluoro-2-pyridyl)acetate). The yield is 72.2%. Reaction SMILES: [Cl:1][C:2]1[CH:3]=[C:4]([F:19])[C:5]([CH:8](C(OCC)=O)[C:9]([O:11][CH2:12][CH3:13])=[O:10])=[N:6][CH:7]=1.CS(C)=O.[Cl-].[Na+]>O>[Cl:1][C:2]1[CH:3]=[C:4]([F:19])[C:5]([CH2:8][C:9]([O:11][CH2:12][CH3:13])=[O:10])=[N:6][CH:7]=1 |f:2.3|. Reported procedure: 5.83 g of diethyl (5-chloro-3-fluoro-2-pyridyl)malonate and 25 ml of dimethyl sulfoxide were mixed. To the mixture were added 1.29 g of sodium chloride and 0.72 g of water. The mixture was stirred for about 40 minutes at an inner temperature of 135 to 142° C. The reaction mixture was allowed to cool to room temperature, then, to the reaction mixture was added water, and extracted with ethyl acetate. The organic layer was washed with saturated brine twice, and dried over anhydrous magnesium sulfa... Yields the product Cc1ccc(S(=O)(=O)OCC2CCCC(OCc3c(Cl)cccc3Cl)O2)cc1. Reactants: CCOCC, OCc1c(Cl)cccc1Cl, Cc1ccc(S(=O)(=O)OCC2CCC=CO2)cc1. As a reaction SMILES: [CH3:29][CH2:30][O:31][CH2:32][CH3:33].[Cl:19][c:20]1[c:21]([CH2:22][OH:23])[c:24]([Cl:28])[cH:25][cH:26][cH:27]1.[S:1](=[O:2])(=[O:3])([c:4]1[cH:5][cH:6][c:7]([CH3:8])[cH:9][cH:10]1)[O:11][CH2:12][CH:13]1[O:14][CH:15]=[CH:16][CH2:17][CH2:18]1>>[S:1](=[O:2])(=[O:3])([c:4]1[cH:5][cH:6][c:7]([CH3:8])[cH:9][cH:10]1)[O:11][CH2:12][CH:13]1[O:14][CH:15]([O:23][CH2:22][c:21]2[c:20]([Cl:19])[cH:27][cH:26][cH:25][c:24]2[Cl:28])[CH2:16][CH2:17][CH2:18]1. Reactants: N1N=C(C=C1)C(=O)OCC (ethyl 1H-pyrazole-3-carboxylate), C([O-])([O-])=O.[Cs+].[Cs+] (cesium carbonate), FCCI (1-fluoro-2-iodoethane). Solvent: C(C)#N (acetonitrile). Reaction conditions: temperature 20 celsius, time 18 hour. Product: FCCN1N=CC=C1C(=O)OCC (Ethyl 1-(2-fluoroethyl)-1H-pyrazole-5-carboxylate). The yield is 41.1%. As a reaction SMILES: [NH:1]1[CH:5]=[CH:4][C:3]([C:6]([O:8][CH2:9][CH3:10])=[O:7])=[N:2]1.C(=O)([O-])[O-].[Cs+].[Cs+].[F:17][CH2:18][CH2:19]I>C(#N)C>[F:17][CH2:18][CH2:19][N:2]1[C:3]([C:6]([O:8][CH2:9][CH3:10])=[O:7])=[CH:4][CH:5]=[N:1]1 |f:1.2.3|. Procedure details: To a solution of ethyl 1H-pyrazole-3-carboxylate (0.77 g) (available from ABCR) in acetonitrile (30 ml) was added cesium carbonate (1.79 g) and the mixture stirred for 5 min when 1-fluoro-2-iodoethane (0.96 g) was added and the mixture stirred at 20° C. for 18 h. The mixture was evaporated and the residue taken up in water (30 ml) and DCM (30 ml) separated by hydrophobic frit and concentrated to ˜5 ml, placed on an SPE cartridge (50 g silica) and eluted with a gradient of ethyl acetate in cycloh... Starting materials: ClC1(CC1)C(CC1=C(C=CC=C1)Cl)(CN1N=CN=C1S)O (2-(1-chloro-cyclopropyl)-1-(2-chlorophenyl)-3-(5-mercapto-1,2,4-triazol-1-yl)-propan-2-ol), C([O-])([O-])=O.[K+].[K+] (potassium carbonate), [Cl-] (chloride). Solvent: O1CCCC1 (tetrahydrofuran), O1CCCC1 (tetrahydrofuran). Run at time 20 hour. The product is ClC1(CC1)C(CC1=C(C=CC=C1)Cl)(CN1N=CN=C1SC(C1=CC=C(C=C1)Cl)=O)O (2-(1-chloro-cyclopropyl)-1-(2-chlorophenyl)-3-[5-(4-chloro-benzoyl-mercapto)-1,2,4-triazol-1-yl]-propan-2-ol). Isolated yield 99.0%. RXN SMILES: [Cl-:1].[Cl:2][C:3]1([C:6]([OH:22])([CH2:15][N:16]2[C:20]([SH:21])=[N:19][CH:18]=[N:17]2)[CH2:7][C:8]2[CH:13]=[CH:12][CH:11]=[CH:10][C:9]=2[Cl:14])[CH2:5][CH2:4]1.[C:23](=[O:26])([O-])[O-].[K+].[K+]>O1CCCC1>[Cl:2][C:3]1([C:6]([OH:22])([CH2:15][N:16]2[C:20]([S:21][C:23](=[O:26])[C:8]3[CH:13]=[CH:12][C:11]([Cl:1])=[CH:10][CH:9]=3)=[N:19][CH:18]=[N:17]2)[CH2:7][C:8]2[CH:13]=[CH:12][CH:11]=[CH:10][C:9]=2[Cl:14])[CH2:5][CH2:4]1 |f:2.3.4|. Procedure details: At room temperature, a solution of 0.63 ml (5 mmol) of 4-chloro-benzo)yl chloride in 5 ml of absolute tetrahydrofuran is added dropwise with stirring to a mixture of 1.72 g (5 mmol) of 2-(1-chloro-cyclopropyl)-1-(2-chlorophenyl)-3-(5-mercapto-1,2,4-triazol-1-yl)-propan-2-ol, 0.69 g (5 mmol) of anhydrous potassium carbonate and 20 ml of absolute tetrahydrofuran. The reaction mixture is stirred at room temperature for a further 20 hours and then filtered off with suction and concentrated under red... Starting materials: C, COc1ccc(CC(C)NCC(O)c2ccccc2OCc2ccccc2)c(OC)c1OC, CCO, Cl, O, [Pd]. Yields the product COc1ccc(CC(C)NCC(O)c2ccccc2O)c(OC)c1OC, Cl. As a reaction SMILES: [C:38].[CH3:2][CH:3]([CH2:4][c:5]1[c:6]([O:15][CH3:16])[c:7]([O:13][CH3:14])[c:8]([O:11][CH3:12])[cH:9][cH:10]1)[NH:17][CH2:18][CH:19]([c:20]1[c:21]([O:26][CH2:27][c:28]2[cH:29][cH:30][cH:31][cH:32][cH:33]2)[cH:22][cH:23][cH:24][cH:25]1)[OH:34].[CH3:35][CH2:36][OH:37].[ClH:1].[OH2:40].[Pd:39]>>[CH3:2][CH:3]([CH2:4][c:5]1[c:6]([O:15][CH3:16])[c:7]([O:13][CH3:14])[c:8]([O:11][CH3:12])[cH:9][cH:10]1)[NH:17][CH2:18][CH:19]([c:20]1[c:21]([OH:26])[cH:22][cH:23][cH:24][cH:25]1)[OH:34].[ClH:1]. The reactants are Cl (HCl), BrCCOC1=C(C=C(C(=O)Cl)C=C1)F (4-(2-bromoethoxy)-3-fluorobenzoyl chloride), [Al+3].[Cl-].[Cl-].[Cl-] (AlCl3), C1(=CC=CC=C1)OC (anisole). The solvent is ClCCl (dichloromethane), ClCCl (dichloromethane). Run at time 6 hour. Yields the product BrCCOC1=C(C=C(C=C1)C(=O)C1=CC=C(C=C1)OC)F ((4-(2-bromoethoxy)-3-fluorophenyl)(4-methoxyphenyl)-methanone). The yield is 78.2%. RXN SMILES: [Br:1][CH2:2][CH2:3][O:4][C:5]1[CH:13]=[CH:12][C:8]([C:9](Cl)=[O:10])=[CH:7][C:6]=1[F:14].[Al+3].[Cl-].[Cl-].[Cl-].[C:19]1([O:25][CH3:26])[CH:24]=[CH:23][CH:22]=[CH:21][CH:20]=1.Cl>ClCCl>[Br:1][CH2:2][CH2:3][O:4][C:5]1[CH:13]=[CH:12][C:8]([C:9]([C:22]2[CH:23]=[CH:24][C:19]([O:25][CH3:26])=[CH:20][CH:21]=2)=[O:10])=[CH:7][C:6]=1[F:14] |f:1.2.3.4|. Reported procedure: To a solution of 4-(2-bromoethoxy)-3-fluorobenzoyl chloride (1.07 g, 3.80 mmol) and anhydrous AlCl3 (1.01 g, 7.60 mmol) in dry dichloromethane (18 mL) was added anisole (822 mg, 7.60 mmol) in 2 mL dichloromethane at 0° C. After stirring at rt for 6 h, the mixture was poured into 3 N HCl and extracted with dichloromethane twice. The extracts were combined, washed with sat. NaHCO3 and brine, dried over Na2SO4, filtered, concentrated, and purified by column chromatography over silica gel (eluent: p...